describe an organic reaction: reactants, conditions, products, and yield From a dataset of the Open Reaction Database (ORD), a public repository of structured organic reaction records. Reactants: N1=CN=C(C=C1)C(=O)O (pyrimidine-4-carboxylic acid), C1=CN(C=N1)C(=O)N2C=CN=C2 (N,N-Carbonyldiimidazole), NN (hydrazine). Solvent: C1CCOC1 (THF). The product is N1=CN=C(C=C1)C(=O)NN (pyrimidine-4-carbohydrazide). As a reaction SMILES: [N:1]1[CH:6]=[CH:5][C:4]([C:7]([OH:9])=O)=[N:3][CH:2]=1.C1N=CN(C(N2C=NC=C2)=O)C=1.[NH2:22][NH2:23]>C1COCC1>[N:1]1[CH:6]=[CH:5][C:4]([C:7]([NH:22][NH2:23])=[O:9])=[N:3][CH:2]=1. Procedure: To a solution of pyrimidine-4-carboxylic acid (1.0 g, 8.0 mmol) in THF (15 mL), N,N-Carbonyldiimidazole (1.4 g, 8.9 mmol) was added. After refluxing for 2 hours, hydrazine (0.8 g, 20 mmol) was added to the reaction mixture slowly with a syringe at 0° C. The reaction mixture was allowed to warm to room temperature slowly and then concentrated to yield the desired product as white solid. LCMS calculated for C5H7N4O (M+H): 139.1. found: 139.1. The reactants are C(C)(C)N(CC)C(C)C (Diisopropylethylamine), C(CC)S(=O)(=O)Cl (1-propanesulfonyl chloride), C1(=CC=CC=C1)S(=O)(=O)N1C=CC=2C1=NC=C(C2NC2CCNCC2)NC(CC#N)=O (N-[1-benzenesulfonyl-4-(piperidin-4-ylamino)-1H-pyrrolo[2,3-b]pyridin-5-yl]-2-cyano-acetamide). The solvent is C(Cl)Cl (CH2Cl2). Run at temperature 25 celsius, time 3 hour. The product is C1(=CC=CC=C1)S(=O)(=O)N1C=CC=2C1=NC=C(C2NC2CCN(CC2)S(=O)(=O)CCC)NC(CC#N)=O (N-{1-benzenesulfonyl-4-[1-(propane-1-sulfonyl)-piperidin-4-ylamino]-1H-pyrrolo[2,3-b]pyridin-5-yl}-2-cyano-acetamide). RXN SMILES: C(N(C(C)C)CC)(C)C.[CH2:10]([S:13](Cl)(=[O:15])=[O:14])[CH2:11][CH3:12].[C:17]1([S:23]([N:26]2[C:30]3=[N:31][CH:32]=[C:33]([NH:42][C:43](=[O:47])[CH2:44][C:45]#[N:46])[C:34]([NH:35][CH:36]4[CH2:41][CH2:40][NH:39][CH2:38][CH2:37]4)=[C:29]3[CH:28]=[CH:27]2)(=[O:25])=[O:24])[CH:22]=[CH:21][CH:20]=[CH:19][CH:18]=1>C(Cl)Cl>[C:17]1([S:23]([N:26]2[C:30]3=[N:31][CH:32]=[C:33]([NH:42][C:43](=[O:47])[CH2:44][C:45]#[N:46])[C:34]([NH:35][CH:36]4[CH2:41][CH2:40][N:39]([S:13]([CH2:10][CH2:11][CH3:12])(=[O:15])=[O:14])[CH2:38][CH2:37]4)=[C:29]3[CH:28]=[CH:27]2)(=[O:25])=[O:24])[CH:22]=[CH:21][CH:20]=[CH:19][CH:18]=1. Reported procedure: Diisopropylethylamine (0.107 ml, 0.615 mmol) and 1-propanesulfonyl chloride (0.035 ml, 0.308 mmol) were added sequentially to a solution of N-[1-benzenesulfonyl-4-(piperidin-4-ylamino)-1H-pyrrolo[2,3-b]pyridin-5-yl]-2-cyano-acetamide (hydrochloride salt) (0.205 mmol) in CH2Cl2 (2 ml) at 25° C. The reaction mixture was stirred for 3 h at 25° C., then was partitioned between saturated NaHCO3 (6 ml) and CH2Cl2 (2 ml). The phases were separated using a phase separation column (Biotage) and the organ... The reactants are CO, CC(C)(C)OC(=O)N1CCN(CC(=O)N2CCN(C(c3ccccc3)c3ccccc3)CC2)C(=O)C1c1ccccc1, Cl, C1COCCO1. Yields the product O=C(CN1CCNC(c2ccccc2)C1=O)N1CCN(C(c2ccccc2)c2ccccc2)CC1. RXN SMILES: [CH3:44][OH:45].[CH:1]([c:2]1[cH:3][cH:4][cH:5][cH:6][cH:7]1)([c:8]1[cH:9][cH:10][cH:11][cH:12][cH:13]1)[N:14]1[CH2:15][CH2:16][N:17]([C:20]([CH2:21][N:22]2[C:23](=[O:41])[CH:24]([c:35]3[cH:36][cH:37][cH:38][cH:39][cH:40]3)[N:25]([C:28]([O:29][C:30]([CH3:31])([CH3:32])[CH3:33])=[O:34])[CH2:26][CH2:27]2)=[O:42])[CH2:18][CH2:19]1.[ClH:43].[O:46]1[CH2:47][CH2:48][O:49][CH2:50][CH2:51]1>>[CH:1]([c:2]1[cH:3][cH:4][cH:5][cH:6][cH:7]1)([c:8]1[cH:9][cH:10][cH:11][cH:12][cH:13]1)[N:14]1[CH2:15][CH2:16][N:17]([C:20]([CH2:21][N:22]2[C:23](=[O:41])[CH:24]([c:35]3[cH:36][cH:37][cH:38][cH:39][cH:40]3)[NH:25][CH2:26][CH2:27]2)=[O:42])[CH2:18][CH2:19]1. The reactants are C(CC)=O (propionaldehyde), [Cl-].[NH4+] (ammonium chloride), [H-].[Na+] (sodium hydride), C(C)P(=O)(CC)CC1=CC=C(C(=O)OC)C=C1 (methyl 4-(diethylphosphorylmethyl)benzoate). Solvent: O1CCCC1 (tetrahydrofuran), O1CCCC1 (tetrahydrofuran). Reaction conditions: time 30 minute. Yields the product C(=C\CC)/C1=CC=C(C(=O)OC)C=C1 (methyl (E)-4-(but-1-en-1-yl)benzoate). As a reaction SMILES: [H-].[Na+].C(P([CH2:9][C:10]1[CH:19]=[CH:18][C:13]([C:14]([O:16][CH3:17])=[O:15])=[CH:12][CH:11]=1)(CC)=O)C.[CH:20](=O)[CH2:21][CH3:22].[Cl-].[NH4+]>O1CCCC1>[CH:9](/[C:10]1[CH:11]=[CH:12][C:13]([C:14]([O:16][CH3:17])=[O:15])=[CH:18][CH:19]=1)=[CH:20]\[CH2:21][CH3:22] |f:0.1,4.5|. Procedure: To a suspension of sodium hydride (60%, 0.97 g) in tetrahydrofuran (80 mL) was added methyl 4-(diethylphosphorylmethyl)benzoate (5.8 g) at 0° C., and the mixture was stirred for 30 minutes. To the reaction mixture was added a solution of propionaldehyde (1.6 mL) in tetrahydrofuran (10 mL), and the mixture was stirred at room temperature for 30 minutes. To the reaction mixture was added a saturated aqueous ammonium chloride solution, and the mixture was extracted with diethyl ether. The organic l... The reactants are CC1(OB(OC1(C)C)C1=COC=C1)C (3-(4,4,5,5-tetramethyl-1,3,2-dioxaborolan-2-yl)furan), BrC=1C=C(CNC(O)=O)C=CC1 ((3-bromobenzyl)carbamic acid). The product is O1C=C(C=C1)C=1C=C(CNC(O)=O)C=CC1 ([3-(furan-3-yl)benzyl]carbamic acid). As a reaction SMILES: CC1(C)C(C)(C)OB([C:9]2[CH:13]=[CH:12][O:11][CH:10]=2)O1.Br[C:16]1[CH:17]=[C:18]([CH:24]=[CH:25][CH:26]=1)[CH2:19][NH:20][C:21](=[O:23])[OH:22]>>[O:11]1[CH:12]=[CH:13][C:9]([C:16]2[CH:17]=[C:18]([CH:24]=[CH:25][CH:26]=2)[CH2:19][NH:20][C:21](=[O:22])[OH:23])=[CH:10]1. Procedure details: Using the same method as in Example 5-(i), 3-(4,4,5,5-tetramethyl-1,3,2-dioxaborolan-2-yl)furan was reacted with the (3-bromobenzyl)carbamic acid.tert-butyl to give [3-(furan-3-yl)benzyl]carbamic acid.tert-butyl (yield: 96%).